This data is from the Open Reaction Database (ORD), a public repository of structured organic reaction records. The task is: describe an organic reaction: reactants, conditions, products, and yield The reactants are C1CC(N2C(CCC12)=O)=O (dihydro-1H-pyrrolizine-3,5(2H,6H)-dione), C(C1=CC=CC=C1)O (benzyl alcohol), Cl (hydrochloric acid). Reaction conditions: temperature 98 celsius. Yields the product C(C1=CC=CC=C1)OC(CCC1NC(CC1)=O)=O (5-oxo-2-pyrrolidinepropanoic acid benzyl ester). RXN SMILES: [CH2:1]1[CH:8]2[N:4]([C:5](=[O:9])[CH2:6][CH2:7]2)[C:3](=[O:10])[CH2:2]1.Cl.[CH2:12]([OH:19])[C:13]1[CH:18]=[CH:17][CH:16]=[CH:15][CH:14]=1>>[CH2:12]([O:19][C:5](=[O:9])[CH2:6][CH2:7][CH:8]1[CH2:1][CH2:2][C:3](=[O:10])[NH:4]1)[C:13]1[CH:18]=[CH:17][CH:16]=[CH:15][CH:14]=1. Procedure details: Twenty-eight grams of dihydro-1H-pyrrolizine-3,5(2H,6H)-dione (III) are dissolved in 76 g of benzyl alcohol and 0.2 ml of concentrated hydrochloric acid is added. The solution is heated at 98° C. for 104 hours. The mixture is cooled and excess benzyl alcohol is distilled at 0.1 mm pressure to a maximum bath temperature of 100° C. The residual oil is dissolved in 1 l of anhydrous diethylether, 1 g of activated charcoal is added and the resulting suspension is filtered through filter aid. The filt... The reactants are ClC1=CC=C(N=N1)C=1C=2N(C(=CC1)OC)N=C(C2)C(C)C (4-(6-chloropyridazine-3-yl)-7-methoxy-2-isopropyl-pyrazolo[1,5-a]pyridine), C(C)(=O)O (acetic acid). Conditions: temperature 90 celsius, time 3 hour. Yields the product COC1=CC=C(C=2N1N=C(C2)C(C)C)C=2C=CC(NN2)=O (6-(7-methoxy-2-isopropyl-pyrazolo[1,5-a]pyridine-4-yl)-3-(2H)pyridazinone). As a reaction SMILES: Cl[C:2]1[N:7]=[N:6][C:5]([C:8]2[C:9]3[N:10]([N:16]=[C:17]([CH:19]([CH3:21])[CH3:20])[CH:18]=3)[C:11]([O:14][CH3:15])=[CH:12][CH:13]=2)=[CH:4][CH:3]=1.C(O)(=[O:24])C>>[CH3:15][O:14][C:11]1[N:10]2[N:16]=[C:17]([CH:19]([CH3:21])[CH3:20])[CH:18]=[C:9]2[C:8]([C:5]2[CH:4]=[CH:3][C:2](=[O:24])[NH:7][N:6]=2)=[CH:13][CH:12]=1. Procedure: The compound of Example 268 (50 mg) was dissolved in acetic acid (2 mL) and the solution was stirred at 90° C. for 3 hours. Subsequently, the solvent was concentrated and the residue was purified by silica gel column chromatography (methanol:ethyl acetate 1:9) to afford the title compound as a pale yellow powder (26 mg).